Dataset: the Open Reaction Database (ORD), a public repository of structured organic reaction records. Task: describe an organic reaction: reactants, conditions, products, and yield Procedure details: Starting Material: Eugenol and benzyl chloroformate. Reaction SMILES: [C:1]1([O:11][CH3:12])[C:2](=[CH:4][CH:5]=[C:6]([CH:10]=1)[CH2:7][CH:8]=[CH2:9])[OH:3].Cl[C:14]([O:16][CH2:17][C:18]1[CH:23]=[CH:22][CH:21]=[CH:20][CH:19]=1)=[O:15]>>[CH2:17]([O:16][C:14](=[O:15])[O:3][C:2]1[CH:4]=[CH:5][C:6]([CH2:7][CH:8]=[CH2:9])=[CH:10][C:1]=1[O:11][CH3:12])[C:18]1[CH:23]=[CH:22][CH:21]=[CH:20][CH:19]=1. The product is C(C1=CC=CC=C1)OC(OC1=C(C=C(C=C1)CC=C)OC)=O (Carbonic acid 4-Allyl-2-methoxy-phenyl ester benzyl ester). Starting materials: C=1(C(O)=CC=C(CC=C)C1)OC (Eugenol), ClC(=O)OCC1=CC=CC=C1 (benzyl chloroformate). The reactants are COC1=CC=C(C(=O)N2CCC(C3=CC=CC=C23)C(=O)O)C=C1 (1-(4-Methoxy-benzoyl)-1,2,3,4-tetrahydro-quinoline-4-carboxylic acid), ClC1=CC=C(NCC)C=C1 (4-chloro-N-ethylaniline), C(C(=O)Cl)(=O)Cl (Oxalyl chloride), C(C)(C)N(CC)C(C)C (Diisopropylethylamine). The reagents and catalysts are CN(C=O)C (dimethylformamide). Run in C(Cl)Cl (methylene chloride), C(C)(=O)OCC (ethyl acetate). Run at time 4 hour. Yields the product ClC1=CC=C(C=C1)N(C(=O)C1CCN(C2=CC=CC=C12)C(C1=CC=C(C=C1)OC)=O)CC ((±)-1-(4-methoxy-benzoyl)-1,2,3,4-tetrahydro-quinoline-4-carboxylic acid (4-chloro-phenyl)-ethyl-amide). Yield: 29.2%. As a reaction SMILES: [CH3:1][O:2][C:3]1[CH:23]=[CH:22][C:6]([C:7]([N:9]2[C:18]3[C:13](=[CH:14][CH:15]=[CH:16][CH:17]=3)[CH:12]([C:19](O)=[O:20])[CH2:11][CH2:10]2)=[O:8])=[CH:5][CH:4]=1.C(Cl)(=O)C(Cl)=O.C(N(C(C)C)CC)(C)C.[Cl:39][C:40]1[CH:48]=[CH:47][C:43]([NH:44][CH2:45][CH3:46])=[CH:42][CH:41]=1>C(Cl)Cl.CN(C)C=O.C(OCC)(=O)C>[Cl:39][C:40]1[CH:48]=[CH:47][C:43]([N:44]([CH2:45][CH3:46])[C:19]([CH:12]2[C:13]3[C:18](=[CH:17][CH:16]=[CH:15][CH:14]=3)[N:9]([C:7](=[O:8])[C:6]3[CH:5]=[CH:4][C:3]([O:2][CH3:1])=[CH:23][CH:22]=3)[CH2:10][CH2:11]2)=[O:20])=[CH:42][CH:41]=1. Procedure: 1-(4-Methoxy-benzoyl)-1,2,3,4-tetrahydro-quinoline-4-carboxylic acid (approx. 1.47 mmol) was suspended in methylene chloride (10 mL) to which one drop of dimethylformamide was added. Oxalyl chloride (375 mg, 275 uL, 2.95 mmol) was added. Vigorous bubbling ensued, followed by dissolution of the starting material. After stirring for 4 hours at room temperature, the yellow solution was concentrated and azeotroped with toluene to remove excess oxalyl chloride. The resulting acid chloride solution wa... Isolated yield 92.6%. Procedure details: A mixture of intermediate 1, 4-[1,2,4]triazol-1-yl-cyclohexanone (257 mg, 1.55 mmol) and 3-Amino-5-cyclohex-1-enyl-thiophene-2-carboxylic acid methyl ester (compound x, see Irina) (368 mg, 1.55 mmol) was treated by dibutyltin dichloride (24 mg, 0.078 mmol). The resulting mixture was stirred 5 min at room temperature and phenylsilane (210 μl, 1.70 mmol) was added. The reaction mixture was stirred at room temperature under nitrogen for 40 h. Solvent was removed and the crude was purified by silica... Reaction conditions: time 5 minute. RXN SMILES: [N:1]1([CH:6]2[CH2:11][CH2:10][C:9](=O)[CH2:8][CH2:7]2)[CH:5]=[N:4][CH:3]=[N:2]1.[CH3:13][O:14][C:15]([C:17]1[S:18][C:19]([C:23]2[CH2:28][CH2:27][CH2:26][CH2:25][CH:24]=2)=[CH:20][C:21]=1[NH2:22])=[O:16].C1([SiH3])C=CC=CC=1>C([Sn](Cl)(Cl)CCCC)CCC>[CH3:13][O:14][C:15]([C:17]1[S:18][C:19]([C:23]2[CH2:28][CH2:27][CH2:26][CH2:25][CH:24]=2)=[CH:20][C:21]=1[NH:22][CH:9]1[CH2:10][CH2:11][CH:6]([N:1]2[CH:5]=[N:4][CH:3]=[N:2]2)[CH2:7][CH2:8]1)=[O:16]. Reagents/catalysts: C(CCC)[Sn](CCCC)(Cl)Cl (dibutyltin dichloride). Product: COC(=O)C=1SC(=CC1NC1CCC(CC1)N1N=CN=C1)C1=CCCCC1 (5-cyclohex-1-enyl-3-(4-[1,2,4]triazol-1-yl-cyclohexylamino)-thiophene-2-carboxylic acid methyl ester). The reactants are intermediate 1, N1(N=CN=C1)C1CCC(CC1)=O (4-[1,2,4]triazol-1-yl-cyclohexanone), COC(=O)C=1SC(=CC1N)C1=CCCCC1 (3-Amino-5-cyclohex-1-enyl-thiophene-2-carboxylic acid methyl ester), C1(=CC=CC=C1)[SiH3] (phenylsilane).